From a dataset of the Open Reaction Database (ORD), a public repository of structured organic reaction records. describe an organic reaction: reactants, conditions, products, and yield The reactants are C(SSCC=1C(=C(C(=NC1)C)O)CO)C=1C(=C(C(=NC1)C)O)CO (5,5'-(dithiodimethylene) bis[3-hydroxy-4-hydroxymethyl-2-methylpyridine]), C(C1=CC=CC=C1)=O (benzaldehyde), Cl (hydrogen chloride). Run in CCOCC (ether). Reaction conditions: time 4 hour. The product is C(SSCC1=C2C(=C(N=C1)C)OC(OC2)C2=CC=CC=C2)C2=C1C(=C(N=C2)C)OC(OC1)C1=CC=CC=C1 (5,5'-(dithiodimethylene)bis[8-methyl-2-phenyl-4H-m-dioxino[4,5-c]pyridine]). RXN SMILES: [CH2:1]([C:15]1[C:16]([CH2:23][OH:24])=[C:17]([OH:22])[C:18]([CH3:21])=[N:19][CH:20]=1)[S:2][S:3][CH2:4][C:5]1[C:6]([CH2:13][OH:14])=[C:7]([OH:12])[C:8]([CH3:11])=[N:9][CH:10]=1.[CH:25](=O)[C:26]1[CH:31]=[CH:30][CH:29]=[CH:28][CH:27]=1.Cl>CCOCC>[CH2:4]([C:5]1[CH:10]=[N:9][C:8]([CH3:11])=[C:7]2[O:12][CH:25]([C:26]3[CH:31]=[CH:30][CH:29]=[CH:28][CH:27]=3)[O:14][CH2:13][C:6]=12)[S:3][S:2][CH2:1][C:15]1[CH:20]=[N:19][C:18]([CH3:21])=[C:17]2[O:22][CH:25]([C:26]3[CH:31]=[CH:30][CH:29]=[CH:28][CH:27]=3)[O:24][CH2:23][C:16]=12. Procedure: A mixture of 0.01 moles of 5,5'-(dithiodimethylene) bis[3-hydroxy-4-hydroxymethyl-2-methylpyridine] and 100 ml. of benzaldehyde was saturated with hydrogen chloride gas at 0°-5° and then stirred at this temperature for 4 hours. At this time 800 ml. of ether were added and the resulting precipitate was separated by filtration. This solid was then added to a well stirred mixture of 200 ml. chloroform and 200 ml. of water containing 20 gm. of sodium carbonate. After 15 minutes the chloroform layer ... The reactants are N(=[N+]=[N-])C=1C[C@H]2N(C1C(=O)OCC1=CC=C(C=C1)[N+](=O)[O-])C(C2)=O (p-nitrobenzyl 2-azidocarbapen-2-em-3-carboxylate), C(C)(=O)OC(=C)C (2-acetoxy-1-propene). The solvent is ClCCl (dichloromethane). Product: C(C)(=O)OC1(N(C1)C=1C[C@H]2N(C1C(=O)OCC1=CC=C(C=C1)[N+](=O)[O-])C(C2)=O)C (p-nitrobenzyl 2-(2-acetoxy-2-methylaziridin-1-yl)-carbapen-2-em-3-carboxylate). Isolated yield 17.0%. Reaction SMILES: [N:1]([C:4]1[CH2:5][C@@H:6]2[CH2:23][C:22](=[O:24])[N:7]2[C:8]=1[C:9]([O:11][CH2:12][C:13]1[CH:18]=[CH:17][C:16]([N+:19]([O-:21])=[O:20])=[CH:15][CH:14]=1)=[O:10])=[N+]=[N-].[C:25]([O:28][C:29]([CH3:31])=[CH2:30])(=[O:27])[CH3:26]>ClCCl>[C:25]([O:28][C:29]1([CH3:31])[CH2:30][N:1]1[C:4]1[CH2:5][C@@H:6]2[CH2:23][C:22](=[O:24])[N:7]2[C:8]=1[C:9]([O:11][CH2:12][C:13]1[CH:18]=[CH:17][C:16]([N+:19]([O-:21])=[O:20])=[CH:15][CH:14]=1)=[O:10])(=[O:27])[CH3:26]. Procedure: Two solutions of p-nitrobenzyl 2-azidocarbapen-2-em-3-carboxylate (52 mg and 24 mg, 231 micromol) and 2-acetoxy-1-propene (0.25 ml each) in dichloromethane were kept 2.5 days at ambient temperature. The mixtures were combined, filtered through florisil, and evaporated under vacuum. The residue was chromatographed on four 20 cm×20 cm 250 micron silica gel preparative thin layer chromatography plates developed with 5:1 (v/v) diethyl ether-ethyl acetate. The band centered at Rf 0.25 was eluted with... The reactants are CCO, COC(=O)C(C)Oc1ccc(Oc2ccc([N+](=O)[O-])cc2F)cc1F. The product is COC(=O)C(C)Oc1ccc(Oc2ccc(N)cc2F)cc1F. As a reaction SMILES: [CH3:26][CH2:27][OH:28].[F:1][c:2]1[c:3]([O:4][CH:5]([C:6](=[O:7])[O:8][CH3:9])[CH3:10])[cH:11][cH:12][c:13]([O:15][c:16]2[c:17]([F:25])[cH:18][c:19]([N+:22]([O-:23])=[O:24])[cH:20][cH:21]2)[cH:14]1>>[F:1][c:2]1[c:3]([O:4][CH:5]([C:6](=[O:7])[O:8][CH3:9])[CH3:10])[cH:11][cH:12][c:13]([O:15][c:16]2[c:17]([F:25])[cH:18][c:19]([NH2:22])[cH:20][cH:21]2)[cH:14]1. The reactants are C(C)OC1=C(C(=NC=C1)C(C)N1C(=CC=C1C)C)F (N-[(4-Ethoxy-3-fluoropyrid-2-yl)eth-2-yl]-2,5-dimethylpyrrole), Cl.NO (hydroxylamine hydrochloride), [OH-].[K+] (potassium hydroxide), C(C)O (ethanol). Run in O (water). Product: NCCC1=NC=CC(=C1F)OCC (2-(2-Aminoethyl)-4-ethoxy-3-fluoropyridine). Reaction SMILES: [CH2:1]([O:3][C:4]1[CH:9]=[CH:8][N:7]=[C:6]([CH:10](N2C(C)=CC=C2C)[CH3:11])[C:5]=1[F:19])[CH3:2].Cl.[NH2:21]O.[OH-].[K+].C(O)C>O>[NH2:21][CH2:11][CH2:10][C:6]1[C:5]([F:19])=[C:4]([O:3][CH2:1][CH3:2])[CH:9]=[CH:8][N:7]=1 |f:1.2,3.4|. Reported procedure: A mixture of 825 mg (3.15 mmole) of N-[(4-Ethoxy-3-fluoropyrid-2-yl)eth-2-yl]-2,5-dimethylpyrrole, 1.4 g (20.1 mmole) of hydroxylamine hydrochloride, 700 mg (12.5 mmole) of potassium hydroxide, 20 ml of ethanol, and 8 ml of water was refluxed for 3 days under nitrogen. The solution was cooled to room temperature, concentrated, and partitioned between 50 ml of 2N hydrochloric acid and ethyl acetate (3×). The aqueous layer was basified with 5N sodium hydroxide, extracted with ethyl acetate (3×), d... Reactants: C(N)(=O)C1=C(N=C(C(=N1)C1=CC(=C(C=C1)C1=C(C=C(C=C1)C(C(=O)O)=C)Cl)F)C)C (2-[4-[4-(6-Carbamoyl-3,5-dimethylpyrazin-2-yl)-2-fluorophenyl]-3-chlorophenyl]prop-2-enoic acid), C(N)(=O)C1=C(N=C(C(=N1)C1=CC(=C(C=C1)C1=C(C=C(C=C1)C(C(=O)O)=C)Cl)F)C)C (2-[4-[4-(6-Carbamoyl-3,5-dimethylpyrazin-2-yl)-2-fluorophenyl]-3-chlorophenyl]prop-2-enoic acid), C1(=CC=CC=C1)C (toluene). Reagents/catalysts: [B-](F)(F)(F)F.C1/C=C\CC/C=C\C1.C1/C=C\CC/C=C\C1.[Rh] (bis(1,5-cyclooctadiene)rhodium(I) tetrafluoroborate), CC1=CC=CC=C1P(C2=CC=CC=C2C)[C@@H](C)[C]3[CH][CH][CH][C]3P(C(C)(C)C)C(C)(C)C.[CH]1[CH][CH][CH][CH]1.[Fe] ((R)-1-[(Sp)-2-(di-tert-butylphosphino)ferrocenyl]ethylbis(2-methylphenyl)phosphine). Run in CO (methanol). Run at temperature 45 celsius, time 4 hour. Product: C(N)(=O)C1=C(N=C(C(=N1)C1=CC(=C(C=C1)C1=C(C=C(C=C1)[C@@H](C(=O)O)C)Cl)F)C)C ((2S)-2-[4-[4-(6-carbamoyl-3,5-dimethylpyrazin-2-yl)-2-fluorophenyl]-3-chlorophenyl]propanoic acid). As a reaction SMILES: [C:1]([C:4]1[N:9]=[C:8]([C:10]2[CH:15]=[CH:14][C:13]([C:16]3[CH:21]=[CH:20][C:19]([C:22](=[CH2:26])[C:23]([OH:25])=[O:24])=[CH:18][C:17]=3[Cl:27])=[C:12]([F:28])[CH:11]=2)[C:7]([CH3:29])=[N:6][C:5]=1[CH3:30])(=[O:3])[NH2:2].C1(C)C=CC=CC=1>CO.[B-](F)(F)(F)F.C1CC=CCCC=C1.C1CC=CCCC=C1.[Rh].CC1C(P([C@H]([C]2[C](P(C(C)(C)C)C(C)(C)C)[CH][CH][CH]2)C)C2C(C)=CC=CC=2)=CC=CC=1.[CH]1[CH][CH][CH][CH]1.[Fe]>[C:1]([C:4]1[N:9]=[C:8]([C:10]2[CH:15]=[CH:14][C:13]([C:16]3[CH:21]=[CH:20][C:19]([C@H:22]([CH3:26])[C:23]([OH:25])=[O:24])=[CH:18][C:17]=3[Cl:27])=[C:12]([F:28])[CH:11]=2)[C:7]([CH3:29])=[N:6][C:5]=1[CH3:30])(=[O:3])[NH2:2] |f:3.4.5.6,7.8.9,^1:66,67,77,78,79,92,93,94,95,96|. Procedure: 2-[4-[4-(6-Carbamoyl-3,5-dimethylpyrazin-2-yl)-2-fluorophenyl]-3-chlorophenyl]prop-2-enoic acid (Intermediate 31-10; 142 g, 283.44 mmol), bis(1,5-cyclooctadiene)rhodium(I) tetrafluoroborate (1.381 g, 3.40 mmol), (R)-1-[(Sp)-2-(di-tert-butylphosphino)ferrocenyl]ethylbis(2-methylphenyl)phosphine (2.102 g, 3.68 mmol) in degassed methanol (2.5 L) and degassed toluene (836 mL) were stirred under an atmosphere of hydrogen at 5 bar and 45° C. for 4 hours. Chiral HPLC analysis (chiralpak AD 5 μm, 250 mm... The reactants are C(C)(=O)C1=C(C(=C(OCCCSCC2SC(SC2)(CCCC(=O)O)C)C=C1)CCC)O (4-[[[3-(4-Acetyl-3-hydroxy-2-propylphenoxy)propyl]thio]methyl]-2-methyl-1,3-dithiolane-2-butanoic acid), ClC1=CC(=CC=C1)C(=O)OO (m-chloroperbenzoic acid). Reported procedure: The title compound was prepared according to the procedure of Example 48 using the sulfide obtained in Example 61 (0.15 g, 0.0003 mol) and m-chloroperbenzoic acid (0.063 g, 0.0003 mol) in methylene chloride (3 ml). The crude product was chromatographed on silica gel using ethyl acetate containing 1% acetic acid to give 0.063 g (45%) of the desired product as an oil containing one molar equivalent of acetic acid. Reaction SMILES: [C:1]([C:4]1[CH:27]=[CH:26][C:7]([O:8][CH2:9][CH2:10][CH2:11][S:12][CH2:13][CH:14]2[CH2:18][S:17][C:16]([CH3:25])([CH2:19][CH2:20][CH2:21][C:22]([OH:24])=[O:23])[S:15]2)=[C:6]([CH2:28][CH2:29][CH3:30])[C:5]=1[OH:31])(=[O:3])[CH3:2].ClC1C=CC=C(C(OO)=[O:40])C=1>C(Cl)Cl>[C:1]([C:4]1[CH:27]=[CH:26][C:7]([O:8][CH2:9][CH2:10][CH2:11][S:12]([CH2:13][CH:14]2[CH2:18][S:17][C:16]([CH3:25])([CH2:19][CH2:20][CH2:21][C:22]([OH:24])=[O:23])[S:15]2)=[O:40])=[C:6]([CH2:28][CH2:29][CH3:30])[C:5]=1[OH:31])(=[O:3])[CH3:2]. Product: C(C)(=O)C1=C(C(=C(OCCCS(=O)CC2SC(SC2)(CCCC(=O)O)C)C=C1)CCC)O (4-[[[3-(4-Acetyl-3-hydroxy-2-propylphenoxy)propyl]sulfinyl]methyl]-2-methyl-1,3-dithiolane-2-butanoic acid). Isolated yield 41.8%. Run in C(Cl)Cl (methylene chloride). The reactants are C(=NC1CCCCC1)=NC1CCCCC1, O=S1c2ccccc2Nc2cc(Cl)ccc21, C1CCOC1, O=C(O)CCn1ccnc1. Yields the product O=C(CCn1ccnc1)N1c2ccccc2S(=O)c2ccc(Cl)cc21. RXN SMILES: [CH:27]1([N:28]=[C:29]=[N:30][CH:31]2[CH2:32][CH2:33][CH2:34][CH2:35][CH2:36]2)[CH2:37][CH2:38][CH2:39][CH2:40][CH2:41]1.[Cl:1][c:2]1[cH:3][c:4]2[c:13]([cH:14][cH:15]1)[S:12](=[O:16])[c:11]1[c:6]([cH:7][cH:8][cH:9][cH:10]1)[NH:5]2.[O:42]1[CH2:43][CH2:44][CH2:45][CH2:46]1.[n:17]1([CH2:22][CH2:23][C:24](=[O:25])[OH:26])[cH:18][n:19][cH:20][cH:21]1>>[Cl:1][c:2]1[cH:3][c:4]2[c:13]([cH:14][cH:15]1)[S:12](=[O:16])[c:11]1[c:6]([cH:7][cH:8][cH:9][cH:10]1)[N:5]2[C:24]([CH2:23][CH2:22][n:17]1[cH:18][n:19][cH:20][cH:21]1)=[O:25]. Reactants: ClC1=C(C(=C(C=2C(CNCCC21)C2=CC=CC=C2)Cl)OC)OC (6,9-dichloro-7,8-dimethoxy-1-phenyl-2,3,4,5-tetrahydro-1H-3-benzazepine), CCOCC (ether), [OH-].[Na+] (sodium hydroxide). Solvent: C(=O)O (formic acid), C=O (formaldehyde). Product: ClC1=C(C(=C(C=2C(CN(CCC21)C)C2=CC=CC=C2)Cl)OC)OC (6,9-dichloro-7,8-dimethoxy-3-methyl-1-phenyl-2,3,4,5-tetrahydro-1H-3-benzazepine). RXN SMILES: [Cl:1][C:2]1[C:12]2[CH2:11][CH2:10][NH:9][CH2:8][CH:7]([C:13]3[CH:18]=[CH:17][CH:16]=[CH:15][CH:14]=3)[C:6]=2[C:5]([Cl:19])=[C:4]([O:20][CH3:21])[C:3]=1[O:22][CH3:23].[OH-].[Na+].[CH3:26]COCC>C(O)=O.C=O>[Cl:1][C:2]1[C:12]2[CH2:11][CH2:10][N:9]([CH3:26])[CH2:8][CH:7]([C:13]3[CH:18]=[CH:17][CH:16]=[CH:15][CH:14]=3)[C:6]=2[C:5]([Cl:19])=[C:4]([O:20][CH3:21])[C:3]=1[O:22][CH3:23] |f:1.2|. Procedure details: A mixture of 4 g of 6,9-dichloro-7,8-dimethoxy-1-phenyl-2,3,4,5-tetrahydro-1H-3-benzazepine in 15 ml of formic acid and 10 ml of formaldehyde is refluxed for 18 hours. The mixture is evaporated in vacuo. The residue is treated with 20 ml of 6 N hydrochloric acid. The solution is again evaporated to give a residue which is treated with 20 ml of 10% sodium hydroxide solution then taken into ether. The ethereal extracts are dried and evaporated to give 6,9-dichloro-7,8-dimethoxy-3-methyl-1-phenyl-2... Reactants: C([O-])(O)=O.[Na+] (sodium bicarbonate), [H-].[Na+] (sodium hydride), ClC1=C(C=C(C(=C1)Cl)OC)NC1=C(C=NC2=CC(=C(C=C12)OC)F)C#N (4-[(2,4-Dichloro-5-methoxyphenyl)amino]-7-fluoro-6-methoxy-3-quinolinecarbonitrile), S1C(=CC=C1)CO (2-thiophenemethanol). The solvent is CS(=O)C (dimethylsulfoxide). Conditions: time 45 minute. Product: ClC1=C(C=C(C(=C1)Cl)OC)NC1=C(C=NC2=CC(=C(C=C12)OC)OCC=1SC=CC1)C#N (4-[(2,4-dichloro-5-methoxyphenyl)amino]-6-methoxy-7-(2-thienylmethoxy)-3-quinolinecarbonitrile). Yield: 33.0%. Reaction SMILES: [H-].[Na+].[S:3]1[CH:7]=[CH:6][CH:5]=[C:4]1[CH2:8][OH:9].[Cl:10][C:11]1[CH:16]=[C:15]([Cl:17])[C:14]([O:18][CH3:19])=[CH:13][C:12]=1[NH:20][C:21]1[C:30]2[C:25](=[CH:26][C:27](F)=[C:28]([O:31][CH3:32])[CH:29]=2)[N:24]=[CH:23][C:22]=1[C:34]#[N:35].C(=O)(O)[O-].[Na+]>CS(C)=O>[Cl:10][C:11]1[CH:16]=[C:15]([Cl:17])[C:14]([O:18][CH3:19])=[CH:13][C:12]=1[NH:20][C:21]1[C:30]2[C:25](=[CH:26][C:27]([O:9][CH2:8][C:4]3[S:3][CH:7]=[CH:6][CH:5]=3)=[C:28]([O:31][CH3:32])[CH:29]=2)[N:24]=[CH:23][C:22]=1[C:34]#[N:35] |f:0.1,4.5|. Reported procedure: To a mixture of sodium hydride (37 mg, 1.54 mmol) in 3 mL of dimethylsulfoxide is added 2-thiophenemethanol (48 mg, 0.42 mmol). The solution is stirred at room temperature for 45 minutes. 4-[(2,4-Dichloro-5-methoxyphenyl)amino]-7-fluoro-6-methoxy-3-quinolinecarbonitrile (150 mg, 0.38 mmol) is added and the reaction mixture is heated at 100° C. overnight, then cooled to room temperature. The reaction mixture is poured into saturated sodium bicarbonate and the solids are collected by filtration. P...